Dataset: the Open Reaction Database (ORD), a public repository of structured organic reaction records. Task: describe an organic reaction: reactants, conditions, products, and yield Starting materials: O=C(O)C=CC(=O)O, O=C(O)C=CC(=O)O, CC[SiH](CC)CC, [Na+], [OH-], O, CC(O)c1ccc(N2CCC(N(C)CCc3ccccc3)CC2)cc1, O=C(O)C(F)(F)F. Yields the product O=C(O)C=CC(=O)O, CCc1ccc(N2CCC(N(C)CCc3ccccc3)CC2)cc1. As a reaction SMILES: [C:1]([CH:2]=[CH:3][C:4](=[O:5])[OH:6])(=[O:7])[OH:8].[C:9]([OH:10])(=[O:11])[CH:12]=[CH:13][C:14]([OH:15])=[O:16].[CH2:42]([SiH:43]([CH2:44][CH3:45])[CH2:46][CH3:47])[CH3:48].[Na+:57].[OH-:56].[OH2:58].[OH:17][CH:18]([CH3:19])[c:20]1[cH:21][cH:22][c:23]([N:26]2[CH2:27][CH2:28][CH:29]([N:32]([CH2:33][CH2:34][c:35]3[cH:36][cH:37][cH:38][cH:39][cH:40]3)[CH3:41])[CH2:30][CH2:31]2)[cH:24][cH:25]1.[OH:49][C:50]([C:51]([F:52])([F:53])[F:54])=[O:55]>>[C:1]([CH:2]=[CH:3][C:4](=[O:5])[OH:6])(=[O:7])[OH:8].[CH2:18]([CH3:19])[c:20]1[cH:21][cH:22][c:23]([N:26]2[CH2:27][CH2:28][CH:29]([N:32]([CH2:33][CH2:34][c:35]3[cH:36][cH:37][cH:38][cH:39][cH:40]3)[CH3:41])[CH2:30][CH2:31]2)[cH:24][cH:25]1. Product: ClC=1C(NN=C(C1NCC1=CC=C(C2=CC=CC=C12)OC)OC(C)C)=O (4-Chloro-5-(4-methoxy-1-naphthylmethylamino)-6-i-propoxy-3(2H)pyridazinone). RXN SMILES: [Cl:1][C:2]1[C:3](=[O:13])[NH:4][N:5]=[C:6]([O:9][CH2:10][CH2:11]C)[C:7]=1Cl.[CH3:14][O:15][C:16]1[C:25]2[C:20](=[CH:21][CH:22]=[CH:23][CH:24]=2)[C:19]([CH2:26][NH2:27])=[CH:18][CH:17]=1.O.O1CCOC[CH2:30]1>>[Cl:1][C:2]1[C:3](=[O:13])[NH:4][N:5]=[C:6]([O:9][CH:10]([CH3:11])[CH3:30])[C:7]=1[NH:27][CH2:26][C:19]1[C:20]2[C:25](=[CH:24][CH:23]=[CH:22][CH:21]=2)[C:16]([O:15][CH3:14])=[CH:17][CH:18]=1 |f:2.3|. Reactants: ClC=1C(NN=C(C1Cl)OCCC)=O (4,5 dichloro 6-1-propoxy-3(2H)pyridazinone), O.O1CCOCC1 (water 1,4-dioxane), COC1=CC=C(C2=CC=CC=C12)CN (4-methoxy-1-naphthylmethylamine), mixture. Procedure details: A mixture comprising 350 mg of 4,5 dichloro 6-1-propoxy-3(2H)pyridazinone, 1.23 g of 4-methoxy-1-naphthylmethylamine and 30 ml of a mixture of water/1,4-dioxane (volume ratio of 1/1), was refluxed under stirring for 3.5 hours. The reaction mixture was concentrated, and precipitated crystals were collected by filtration and recrystallized from a mixture of methanol/water to obtain 420 mg of the above identified compound as colorless crystals having a melting point of from 244° to 247° C. Reaction conditions: time 3.5 hour. Reactants: COC(=O)C1=CC=C(C=C1)CCC1=CC=C(C=C1)NC(=O)C1=C(SC2=C1CCCC2)NC(=O)C=2C=C(C=CC2)S(=O)(=O)N(C[C@H](O)[C@@H](O)[C@H](O)[C@H](O)CO)C (1-deoxy-1-[{[3-({3-[(4-{2-[4-(methoxycarbonyl)phenyl]ethyl}phenyl)carbamoyl]-4,5,6,7-tetrahydro-1-benzothiophen-2-yl}carbamoyl)phenyl]sulfonyl}(methyl)amino]-D-glucitol), [OH-].[Na+] (sodium hydroxide). Solvent: C(C)O (ethanol). Product: C(=O)([O-])C1=CC=C(C=C1)CCC1=CC=C(C=C1)NC(=O)C1=C(SC2=C1CCCC2)NC(=O)C=2C=C(C=CC2)S(=O)(=O)N(C[C@H](O)[C@@H](O)[C@H](O)[C@H](O)CO)C.[Na+] (sodium 1-{[(3-{[3-({4-[2-(4-carboxylatophenyl)ethyl]phenyl}carbamoyl)-4,5,6,7-tetrahydro-1-benzothiophen-2-yl]carbamoyl}phenyl)sulfonyl](methyl)amino}-1-deoxy-D-glucitol). RXN SMILES: C[O:2][C:3]([C:5]1[CH:10]=[CH:9][C:8]([CH2:11][CH2:12][C:13]2[CH:18]=[CH:17][C:16]([NH:19][C:20]([C:22]3[C:26]4[CH2:27][CH2:28][CH2:29][CH2:30][C:25]=4[S:24][C:23]=3[NH:31][C:32]([C:34]3[CH:35]=[C:36]([S:40]([N:43]([CH3:55])[CH2:44][C@@H:45]([C@H:47]([C@@H:49]([C@@H:51]([CH2:53][OH:54])[OH:52])[OH:50])[OH:48])[OH:46])(=[O:42])=[O:41])[CH:37]=[CH:38][CH:39]=3)=[O:33])=[O:21])=[CH:15][CH:14]=2)=[CH:7][CH:6]=1)=[O:4].[OH-].[Na+:57]>C(O)C>[C:3]([C:5]1[CH:10]=[CH:9][C:8]([CH2:11][CH2:12][C:13]2[CH:14]=[CH:15][C:16]([NH:19][C:20]([C:22]3[C:26]4[CH2:27][CH2:28][CH2:29][CH2:30][C:25]=4[S:24][C:23]=3[NH:31][C:32]([C:34]3[CH:35]=[C:36]([S:40]([N:43]([CH3:55])[CH2:44][C@@H:45]([C@H:47]([C@@H:49]([C@@H:51]([CH2:53][OH:54])[OH:52])[OH:50])[OH:48])[OH:46])(=[O:41])=[O:42])[CH:37]=[CH:38][CH:39]=3)=[O:33])=[O:21])=[CH:17][CH:18]=2)=[CH:7][CH:6]=1)([O-:4])=[O:2].[Na+:57] |f:1.2,4.5|. Procedure: A mixture of 250 mg of 1-deoxy-1-[{[3-({3-[(4-{2-[4-(methoxycarbonyl)phenyl]ethyl}phenyl)carbamoyl]-4,5,6,7-tetrahydro-1-benzothiophen-2-yl}carbamoyl)phenyl]sulfonyl}(methyl)amino]-D-glucitol, 1.5 mL of a 1.0 M aqueous sodium hydroxide solution, and 2.5 mL of ethanol was heated and refluxed overnight. The reaction mixture was concentrated under reduced pressure and the residue was purified by ODS silica gel column chromatography (acetonitrile-water). The product was lyophilized to obtain 33 mg o...